Dataset: the Open Reaction Database (ORD), a public repository of structured organic reaction records. Task: describe an organic reaction: reactants, conditions, products, and yield Reported procedure: A mixture of 1.0 g of 1-[3-(N,N-dimethylamino)propoxy]-1-(p-fluorophenyl)-4-phenylbutane, 2.75 g of potassium carbonate, 11 ml of ethyl chloroformate and 20 ml of toluene was heated under refluxing for 2 hours. After cooling, the reaction mixture was poured into water and extracted with ethyl acetate. The organic layer was washed with water, dried over anhydrous sodium sulfate and concentrated under reduced pressure to give 1-[3-(N-methyl-N -ethoxycarbonylamino)propoxy]-1-(p-fluorophenyl)-4-phen... RXN SMILES: [CH3:1][N:2]([CH2:4][CH2:5][CH2:6][O:7][CH:8]([C:18]1[CH:23]=[CH:22][C:21]([F:24])=[CH:20][CH:19]=1)[CH2:9][CH2:10][CH2:11][C:12]1[CH:17]=[CH:16][CH:15]=[CH:14][CH:13]=1)C.C(=O)([O-])[O-].[K+].[K+].Cl[C:32]([O:34][CH2:35][CH3:36])=[O:33].C1(C)C=CC=CC=1>O>[CH3:1][N:2]([CH2:4][CH2:5][CH2:6][O:7][CH:8]([C:18]1[CH:19]=[CH:20][C:21]([F:24])=[CH:22][CH:23]=1)[CH2:9][CH2:10][CH2:11][C:12]1[CH:13]=[CH:14][CH:15]=[CH:16][CH:17]=1)[C:32]([O:34][CH2:35][CH3:36])=[O:33] |f:1.2.3|. The solvent is O (water). Yields the product CN(C(=O)OCC)CCCOC(CCCC1=CC=CC=C1)C1=CC=C(C=C1)F (1-[3-(N-methyl-N -ethoxycarbonylamino)propoxy]-1-(p-fluorophenyl)-4-phenylbutane). The reactants are CN(C)CCCOC(CCCC1=CC=CC=C1)C1=CC=C(C=C1)F (1-[3-(N,N-dimethylamino)propoxy]-1-(p-fluorophenyl)-4-phenylbutane), C([O-])([O-])=O.[K+].[K+] (potassium carbonate), ClC(=O)OCC (ethyl chloroformate), C1(=CC=CC=C1)C (toluene). Starting materials: CCO, CC(C)(C)OC(=O)N(CCCCNC(=O)C(F)(F)C(F)(F)F)Cc1cccc2ncc(C(=O)C(Cl)(Cl)Cl)n12, Cl. The product is O=C1c2cnc3cccc(n23)CN1CCCCNC(=O)C(F)(F)C(F)(F)F. Reaction SMILES: [CH3:40][CH2:41][OH:42].[Cl:1][C:2]([Cl:3])([Cl:4])[C:31]([c:5]1[cH:6][n:7][c:8]2[n:9]1[c:10]([CH2:14][N:15]([CH2:16][CH2:17][CH2:18][CH2:19][NH:20][C:21]([C:22]([C:23]([F:24])([F:25])[F:26])([F:27])[F:28])=[O:29])[C:30]([O:32][C:33]([CH3:34])([CH3:35])[CH3:36])=[O:37])[cH:11][cH:12][cH:13]2)=[O:38].[ClH:39]>>[c:5]12[cH:6][n:7][c:8]3[n:9]1[c:10]([cH:11][cH:12][cH:13]3)[CH2:14][N:15]([CH2:16][CH2:17][CH2:18][CH2:19][NH:20][C:21]([C:22]([C:23]([F:24])([F:25])[F:26])([F:27])[F:28])=[O:29])[C:30]2=[O:32]. Reactants: ClC1C(CCCC1)=O (2-chlorocyclohexanon), COC=1C=C(C=CC1N1C=NC(=C1)C)NC(=S)N ([3-methoxy-4-(4-methyl-imidazol-1-yl)-phenyl]-thiourea). Run in C(C)O (ethanol). Product: COC=1C=C(C=CC1N1C=NC(=C1)C)NC=1SC2=C(N1)CCCC2 ([3-Methoxy-4-(4-methyl-imidazol-1-yl)-phenyl]-(4,5,6,7-tetrahydro-benzothiazol-2-yl)-amine). Reaction SMILES: Cl[CH:2]1[CH2:7][CH2:6][CH2:5][CH2:4][C:3]1=O.[CH3:9][O:10][C:11]1[CH:12]=[C:13]([NH:23][C:24]([NH2:26])=[S:25])[CH:14]=[CH:15][C:16]=1[N:17]1[CH:21]=[C:20]([CH3:22])[N:19]=[CH:18]1>C(O)C>[CH3:9][O:10][C:11]1[CH:12]=[C:13]([NH:23][C:24]2[S:25][C:2]3[CH2:7][CH2:6][CH2:5][CH2:4][C:3]=3[N:26]=2)[CH:14]=[CH:15][C:16]=1[N:17]1[CH:21]=[C:20]([CH3:22])[N:19]=[CH:18]1. Reported procedure: The title compound was prepared in analogy to example 1 step e) from 46 mg (0.33 mmol) 2-chlorocyclohexanon and 79 mg (0.3 mmol) [3-methoxy-4-(4-methyl-imidazol-1-yl)-phenyl]-thiourea in ethanol (3 ml). The crude product was purified on silica gel with methylene chloride/methanol 19/1 yielding 40 mg (39%) [3-methoxy-4-(4-methyl-imidazol-1-yl)-phenyl]-(4,5,6,7-tetrahydro-benzothiazol-2-yl)-amine as a yellow solid. MS ISP (m/e): 341.4 (100) (M+H)+. 1H NMR (DMSO-D6, 250 MHz): δ (ppm)=10.16 (s, 1H),... Starting materials: S1C(=CC=C1)S(=O)(=O)Cl (thiophene-2-sulfonyl chloride), COC1=C(C=C(N)C=C1)N1CCN(CC1)C (4-methoxy-3-(4-methylpiperazin-1-yl)aniline). Run in CC(=O)C (acetone), CC(=O)C (acetone). Run at time 8 hour. Product: COC1=C(C=C(C=C1)NS(=O)(=O)C=1SC=CC1)N1CCN(CC1)C (N-[4-Methoxy-3-(4-methyl-1-piperazinyl)phenyl]thiophene-2-ylsulfonamide), hydrochloride salt. RXN SMILES: [S:1]1[CH:5]=[CH:4][CH:3]=[C:2]1[S:6](Cl)(=[O:8])=[O:7].[CH3:10][O:11][C:12]1[CH:18]=[CH:17][C:15]([NH2:16])=[CH:14][C:13]=1[N:19]1[CH2:24][CH2:23][N:22]([CH3:25])[CH2:21][CH2:20]1>CC(C)=O>[CH3:10][O:11][C:12]1[CH:18]=[CH:17][C:15]([NH:16][S:6]([C:2]2[S:1][CH:5]=[CH:4][CH:3]=2)(=[O:8])=[O:7])=[CH:14][C:13]=1[N:19]1[CH2:20][CH2:21][N:22]([CH3:25])[CH2:23][CH2:24]1. Procedure: A solution of thiophene-2-sulfonyl chloride (82 mg;0.45 mmol) in acetone (2 ml) was added to a solution of 4-methoxy-3-(4-methylpiperazin-1-yl)aniline (100 mg;0.45 mmol) in acetone (2 ml) and the mixture stood overnight at room temperature. The resultant crystalline solid was filtered off and washed with acetone, then diethyl ether, to afford the title compound as the hydrochloride salt. (153 mg;84%). MS: m/z=368. Starting materials: C/C(/C=O)=C\C[C@H]1C(C(=CC1)C)(C)C ((E)-(S)-2-Methyl-4-(2,2,3-trimethylcyclopent-3-en-1-yl)-2-buten-1-al), CC1=CCC2CC1C2(C)C (α-pinene). Product: C/C(/CO)=C\C[C@H]1C(C(=CC1)C)(C)C ((E)-(S)-2-Methyl-4-(2,2,3-trimethylcyclopent-3-en-1yl)-2-buten-1-ol). Yield: 80.0%. Reaction SMILES: [CH3:1]/[C:2](=[CH:5]\[CH2:6][C@@H:7]1[CH2:11][CH:10]=[C:9]([CH3:12])[C:8]1([CH3:14])[CH3:13])/[CH:3]=[O:4].CC1C2C(C)(C)C(C2)CC=1>>[CH3:1]/[C:2](=[CH:5]\[CH2:6][C@@H:7]1[CH2:11][CH:10]=[C:9]([CH3:12])[C:8]1([CH3:14])[CH3:13])/[CH2:3][OH:4]. Reported procedure: (E)-(S)-2-Methyl-4-(2,2,3-trimethylcyclopent-3-en-1-yl)-2-buten-1-al synthesized from 1R,5R)-α-pinene having an optical purity of 97% e.e. (available from Aldrich) was hydrogenated in the same manner as in Example 1 to obtain 3.08 g (yield 80%) of the title compound. The chemical purity of the product was found to be 98% by GC. Starting materials: CC(CO)C (2-methyl-1-propanol), CC1=C(N)C=C(C=C1)C(F)(F)F (2-methyl-5-(trifluoromethyl)aniline), [I-].[K+] (potassium iodide), IrCl2, 2, ClCCl (dichloromethane). Run in O (water). The product is CC1=C(NCC(C)C)C=C(C=C1)C(F)(F)F (2-methyl-N-(2-methylpropyl)-5-(trifluoromethyl)aniline). The yield is 36.7%. As a reaction SMILES: [CH3:1][CH:2]([CH3:5])[CH2:3]O.[CH3:6][C:7]1[CH:13]=[CH:12][C:11]([C:14]([F:17])([F:16])[F:15])=[CH:10][C:8]=1[NH2:9].[I-].[K+].ClCCl>O>[CH3:6][C:7]1[CH:13]=[CH:12][C:11]([C:14]([F:15])([F:16])[F:17])=[CH:10][C:8]=1[NH:9][CH2:1][CH:2]([CH3:5])[CH3:3] |f:2.3|. Procedure: 2-methyl-1-propanol (0.556 mL, 6.00 mmol), 2-methyl-5-(trifluoromethyl)aniline (525 mg, 3 mmol), potassium iodide (996 mg, 6.00 mmol) and [Cp*IrCl2]2 (33.1 mg, 0.030 mmol) were dissolved in water (2 mL). The resulting mixture was irradiated under microwaves (CEM microwave) at 170° C. for 1 hour. To the reaction mixture was added dichloromethane (5 mL) and the crude material was purified by mass directed autoprep (250 mg scale ×3, Method C, formic acid modifier). Relevant fractions were combined ... Run in C1(=CC=CC=C1)C (toluene), CN(C=O)C (dimethylformamide). As a reaction SMILES: [N+:1]([C:4]1[CH:27]=[CH:26][C:7]([CH2:8][O:9][C:10]([NH:12][CH2:13][CH2:14][CH2:15][C:16]([S:18][C@H:19]2[NH:22][C:21](=[O:23])[C@@H:20]2[O:24][CH3:25])=[O:17])=[O:11])=[CH:6][CH:5]=1)([O-:3])=[O:2].[N+:28]([C:31]1[CH:45]=[CH:44][C:34]([CH2:35][O:36][C:37](=[O:43])[CH:38](OCC)[OH:39])=[CH:33][CH:32]=1)([O-:30])=[O:29].C(Cl)Cl>C1(C)C=CC=CC=1.CN(C)C=O>[N+:28]([C:31]1[CH:32]=[CH:33][C:34]([CH2:35][O:36][C:37](=[O:43])[CH:38]([N:22]2[C@H:19]([S:18][C:16](=[O:17])[CH2:15][CH2:14][CH2:13][NH:12][C:10]([O:9][CH2:8][C:7]3[CH:6]=[CH:5][C:4]([N+:1]([O-:3])=[O:2])=[CH:27][CH:26]=3)=[O:11])[C@@H:20]([O:24][CH3:25])[C:21]2=[O:23])[OH:39])=[CH:44][CH:45]=1)([O-:30])=[O:29]. Starting materials: [N+](=O)([O-])C1=CC=C(COC(=O)NCCCC(=O)S[C@@H]2[C@H](C(N2)=O)OC)C=C1 ((3S,4R)-4-(4-p-nitrobenzyloxycarbonylaminobutyrylthio)-3-methoxy-2-oxoazetidine), [N+](=O)([O-])C1=CC=C(COC(C(O)OCC)=O)C=C1 (2-ethoxy-2-hydroxyacetic acid p-nitrobenzyl ester), C(Cl)Cl (CH2Cl2). Procedure details: Analogously to Example 23, 400 mg of (3S,4R)-4-(4-p-nitrobenzyloxycarbonylaminobutyrylthio)-3-methoxy-2-oxoazetidine in 15 ml of absolute toluene and 3.7 ml of absolute dimethylformamide are reacted with 565 mg of 2-ethoxy-2-hydroxyacetic acid p-nitrobenzyl ester in the presence of freshly dried molecular sieves. After working up and chromatography over silica gel, the title compound with the following IR spectrum (CH2Cl2) is obtained: Product: [N+](=O)([O-])C1=CC=C(COC(C(O)N2C([C@@H]([C@H]2SC(CCCNC(=O)OCC2=CC=C(C=C2)[N+](=O)[O-])=O)OC)=O)=O)C=C1 (2-[(3S,4R)-4-(4-p-nitrobenzyloxycarbonylaminobutyrylthio)-3-methoxy-2-oxoazetidin-1-yl]-2-hydroxyacetic acid p-nitrobenzyl ester).